From a dataset of the Open Reaction Database (ORD), a public repository of structured organic reaction records. describe an organic reaction: reactants, conditions, products, and yield Starting materials: ClC1=CC=C(C=C1)C1(CC1)C(=O)N1CC(CC1)=O (1-{[1-(4-Chlorophenyl)cyclopropyl]carbonyl}pyrrolidin-3-one), CC1=C(C(=O)O)C=CC=N1 (2-methylnicotinic acid), CC1(NC(CCC1)(C)C)C (2,2,6,6-tetramethyl-piperidine), C(CCC)[Li] (n-butyllithium), C(C)(=O)O (acetic acid), C(=O)(O)[O-].[Na+] (NaHCO3). The solvent is C1CCOC1 (THF), CCCCCC (hexane), O1CCCC1 (tetrahydrofuran). Conditions: temperature -45 celsius, time 15 minute. The product is ClC1=CC=C(C=C1)C1(CC1)C(=O)N1CC(CC1)(O)CC1=C(C(=O)O)C=CC=N1 (2-[(1-{[1-(4-Chlorophenyl)cyclopropyl]carbonyl}-3-hydroxypyrrolidin-3-yl)methyl]nicotinic acid). Reaction SMILES: CC1(C)CCCC(C)(C)N1.C([Li])CCC.[CH3:16][C:17]1[N:25]=[CH:24][CH:23]=[CH:22][C:18]=1[C:19]([OH:21])=[O:20].[Cl:26][C:27]1[CH:32]=[CH:31][C:30]([C:33]2([C:36]([N:38]3[CH2:42][CH2:41][C:40](=[O:43])[CH2:39]3)=[O:37])[CH2:35][CH2:34]2)=[CH:29][CH:28]=1.C(O)(=O)C.C([O-])(O)=O.[Na+]>CCCCCC.C1COCC1>[Cl:26][C:27]1[CH:28]=[CH:29][C:30]([C:33]2([C:36]([N:38]3[CH2:42][CH2:41][C:40]([CH2:16][C:17]4[N:25]=[CH:24][CH:23]=[CH:22][C:18]=4[C:19]([OH:21])=[O:20])([OH:43])[CH2:39]3)=[O:37])[CH2:35][CH2:34]2)=[CH:31][CH:32]=1 |f:5.6|. Reported procedure: To a solution of 2,2,6,6-tetramethyl-piperidine (0.123 g, 0.000872 mol) in tetrahydrofuran (3.00 mL, 0.0370 mol) at −75° C. was added 2.50 M of n-butyllithium in hexane (0.500 mL). After stirring for 15 min., a suspension of 2-methylnicotinic acid (120.5 mg, 0.0008787 mol) in THF (5.0 mL) was added at −55° C. The mixture was stirred at −55° C. for 1 h. 1-{[1-(4-Chlorophenyl)cyclopropyl]carbonyl}pyrrolidin-3-one (100.0 mg, 0.0003792 mol, prepared in steps 1 and 2 of example 288) was added to the ... Reactants: [N+](=O)([O-])C1=CC=C2C(CCNC2=C1)C (7-nitro-1,2,3,4-tetrahydro-4-methylquinoline). The reagents and catalysts are [Pd] (Pd/C). Run in C(C)(=O)OCC (ethyl acetate). Product: NC1=CC=C2C(CCNC2=C1)C (7-amino-1,2,3,4-tetrahydro-4-methylquinoline). Isolated yield 93.2%. RXN SMILES: [N+:1]([C:4]1[CH:13]=[C:12]2[C:7]([CH:8]([CH3:14])[CH2:9][CH2:10][NH:11]2)=[CH:6][CH:5]=1)([O-])=O>C(OCC)(=O)C.[Pd]>[NH2:1][C:4]1[CH:13]=[C:12]2[C:7]([CH:8]([CH3:14])[CH2:9][CH2:10][NH:11]2)=[CH:6][CH:5]=1. Procedure details: A solution of 7-nitro-1,2,3,4-tetrahydro-4-methylquinoline (36 mg, 0.172 mmol) in ethyl acetate (3 mL) was hydrogenated under an atmosphere of hydrogen with 10% Pd/C (4 mg) at rt for 2 h. Filtration over Celite™ afforded 26 mg (85%) of 7-amino-1,2,3,4-tetrahydro-4-methylquinoline (structure 61A of Scheme XLVIII, where R1-3=H, R4=methyl) that was used without further purification for the next step. The title compound was prepared by General Method 13 (EXAMPLE 147) from 7-amino-1,2,3,4-tetrahydro-... Reaction SMILES: [Br:1][C:2]1[CH:7]=[C:6]([CH3:8])[C:5]([NH:9][NH2:10])=[C:4]([CH3:11])[CH:3]=1.[ClH:12].CO>C(OCC)(=O)C>[ClH:12].[Br:1][C:2]1[CH:3]=[C:4]([CH3:11])[C:5]([NH:9][NH2:10])=[C:6]([CH3:8])[CH:7]=1 |f:1.2,4.5|. The yield is 64.0%. Reported procedure: In a 3 L 3-neck round bottom flask equipped with a mechanical stirrer was added concentrated hydrochloric acid (125 mL) and water (250 mL). 4-Bromo-2,6-dimethylbenzenamine (100 g, 500 mmol) was added slowly at 0° C. Stirring was continued for an additional 15 minutes, resulting in a thick white slurry. A freshly prepared solution of sodium nitrite (34.5 g, 500 mmol) in water (100 mL) was added to the slurry dropwise maintaining the internal temperature below 5° C. After stirring for 30 minutes, ... Product: Cl.BrC1=CC(=C(C(=C1)C)NN)C (1-(4-bromo-2,6-dimethylphenyl)hydrazine hydrochloride). Starting materials: BrC1=CC(=C(C(=C1)C)NN)C (1-(4-bromo-2,6-dimethylphenyl)hydrazine), Cl.CO (hydrochloric acid methanol). Run in C(C)(=O)OCC (ethyl acetate). Reaction conditions: time 25 minute. Reactants: [N+](=O)([O-])C=1NC=CN1 (2-nitroimidazole), C12C(CCCC1)O2 (cyclohexene oxide), C([O-])([O-])=O.[K+].[K+] (potassium carbonate). Solvent: C(C)O (ethanol). Reaction conditions: time 16 hour. The product is OC1C(CCCC1)N1C(=NC=C1)[N+](=O)[O-] (1-(2-Hydroxycyclohexyl)-2-nitroimidazole). Reaction SMILES: [N+:1]([C:4]1[NH:5][CH:6]=[CH:7][N:8]=1)([O-:3])=[O:2].[CH:9]12[O:15][CH:10]1[CH2:11][CH2:12][CH2:13][CH2:14]2.C(=O)([O-])[O-].[K+].[K+]>C(O)C>[OH:15][CH:10]1[CH2:11][CH2:12][CH2:13][CH2:14][CH:9]1[N:5]1[CH:6]=[CH:7][N:8]=[C:4]1[N+:1]([O-:3])=[O:2] |f:2.3.4|. Procedure: A suspension of 0.565 g (5 mmole) of 2-nitroimidazole, 50 ml of ethanol, 5.0 ml of cyclohexene oxide, and 0.25 g of potassium carbonate was refluxed with stirring under nitrogen for 16 hr. The resulting yellow solution was evaporated and the residue dissolved in 100 ml of chloroform and filtered. The filtrate was evaporated and the residue purified by preparative TLC with ethyl acetate: benzene (2:1) as eluant to provide 0.359 g (34.0%). It was recrystallized from ethyl acetate-ether, mp 141° C. Starting materials: CS(=O)(=O)NC1=CC=C(C=C1)C(CCC(=O)O)=O (4-[(methylsulfonyl)amino]γ-oxobenzenebutanoic acid), S(O)(O)(=O)=O (sulfuric acid), CO (methanol). Reaction conditions: temperature 60 celsius, time 4 hour. The product is COC(CCC(C1=CC=C(C=C1)NS(=O)(=O)C)=O)=O (Methyl-4-[(methylsulfonyl)amino]-γ-oxobenzenebutanoate). The yield is 92.0%. Reaction SMILES: [CH3:1][S:2]([NH:5][C:6]1[CH:11]=[CH:10][C:9]([C:12](=[O:18])[CH2:13][CH2:14][C:15]([OH:17])=[O:16])=[CH:8][CH:7]=1)(=[O:4])=[O:3].S(=O)(=O)(O)O.[CH3:24]O>>[CH3:24][O:16][C:15](=[O:17])[CH2:14][CH2:13][C:12](=[O:18])[C:9]1[CH:8]=[CH:7][C:6]([NH:5][S:2]([CH3:1])(=[O:4])=[O:3])=[CH:11][CH:10]=1. Procedure: 4-[(methylsulfonyl)amino]γ-oxobenzenebutanoic acid IIe, (125 g, 0.46 mol) was placed in a flask with 2.5 L of methanol, and 4.6 g of concentrated sulfuric acid (0.047 mol) was added. The slurry was heated to 60° C. for 4 hr, during this period the solids went into solution. After 4 hrs, an aliquot was removed to monitor completion by HPLC. The reaction was determined complete when NMT 2% of the starting material remained. The solution was cooled to 21° C., allowing the product to crystallize. Th...